From a dataset of the Open Reaction Database (ORD), a public repository of structured organic reaction records. describe an organic reaction: reactants, conditions, products, and yield Reactants: C(C(F)(F)F)F (HFC-134a), C(F)F (HFC-32), C(F)(F)Cl (HCFC-22), C(C(F)(F)F)(F)Cl (HCFC-124), C(C(F)(Cl)Cl)(F)(F)F (CFC-114a). The product is C(C(F)(Cl)Cl)(F)(F)F.C(F)(F)Cl (CFC-114a HCFC-22). As a reaction SMILES: C(F)C(F)(F)F.C(Cl)(F)C(F)(F)F.[C:14]([F:21])([F:20])([F:19])[C:15]([Cl:18])([Cl:17])[F:16].C(F)F.[CH:25]([Cl:28])([F:27])[F:26]>>[C:14]([F:21])([F:20])([F:19])[C:15]([Cl:18])([Cl:17])[F:16].[CH:25]([Cl:28])([F:27])[F:26] |f:5.6|. Procedure: Mixtures of CFC-114a, HCFC-22 and hydrogen were fed to a reactor operated at several temperatures for 40 hours. For a 10.5 hour period at 600° C., at an average time in synthesis of 14 hours, with liquid feed rates of 5.5 mL/hr of CFC-114a and 1 mL/hr of HCFC-22, a hydrogen feed rate of 250 cc/min (1 atm. and room temperature basis); a molar ratio of hydrogen to (HFC-114 at HCFC-22) of 10:1 was provided, and the organic component of the reactor effluent contained an average (area percent) of 51.... Reactants: PdBr2, P(C1=CC=CC=C1)(C1=CC=CC=C1)C1=CC=CC=C1 (P(C6H5)3), C(CCC)N(CCCC)CCCC (tri-n-butylamine), BrC1=CC=C(C=C1)OC (p-bromoanisole), [C]=O (carbon monoxide), [H][H] (hydrogen), CCOCC (ether). Conditions: temperature 150 celsius. Yields the product COC1=CC=C(C=O)C=C1 (p-methoxybenzaldehyde). RXN SMILES: P(C1C=CC=CC=1)(C1C=CC=CC=1)C1C=CC=CC=1.C(N(CCCC)CCCC)CCC.Br[C:34]1[CH:39]=[CH:38][C:37]([O:40][CH3:41])=[CH:36][CH:35]=1.[C]=O.[H][H].C[CH2:47][O:48]CC>>[CH3:41][O:40][C:37]1[CH:38]=[CH:39][C:34]([CH:47]=[O:48])=[CH:35][CH:36]=1 |^3:41|. Procedure: A mixture of 0.25 mmole PdBr2 [P(C6H5)3 ]2, 19 mmoles tri-n-butylamine and 17.2 mmoles p-bromoanisole was placed in a 45 ml pressure vessel and pressured to 1450 psig with a 1:2 mixture of carbon monoxide and hydrogen. The reaction mixture was heated to 150°C for 10 hrs. with magnetic stirring during which time the gas pressure dropped to 1100 psig. After cooling and venting the reaction mixture was diluted with ether, washed with dilute aqueous hydrochloric acid, dried over anhydrous magnesium ... Reactants: COc1c(C#N)cc(C(=O)N2CSc3ccccc32)cc1C(F)(F)F, ClC(Cl)Cl, O=C(OO)c1cccc(Cl)c1. The product is COc1c(C#N)cc(C(=O)N2CS(=O)c3ccccc32)cc1C(F)(F)F. RXN SMILES: [C:1](#[N:2])[c:3]1[cH:4][c:5]([C:6](=[O:7])[N:8]2[CH2:9][S:10][c:11]3[c:12]2[cH:13][cH:14][cH:15][cH:16]3)[cH:17][c:18]([C:22]([F:23])([F:24])[F:25])[c:19]1[O:20][CH3:21].[CH:37]([Cl:38])([Cl:39])[Cl:40].[Cl:26][c:27]1[cH:28][cH:29][cH:30][c:31]([C:32]([O:33][OH:35])=[O:34])[cH:36]1>>[C:1](#[N:2])[c:3]1[cH:4][c:5]([C:6](=[O:7])[N:8]2[CH2:9][S:10](=[O:34])[c:11]3[c:12]2[cH:13][cH:14][cH:15][cH:16]3)[cH:17][c:18]([C:22]([F:23])([F:24])[F:25])[c:19]1[O:20][CH3:21].